From a dataset of the Open Reaction Database (ORD), a public repository of structured organic reaction records. describe an organic reaction: reactants, conditions, products, and yield Reactants: COC=1C=C2C(=NC=NC2=CC1OCCN1CCOCC1)OC1=CC=CC=C1 (6-methoxy-7-(2-morpholinoethoxy)-4-phenoxyquinazoline), Cl (hydrochloric acid), C(O)([O-])=O.[Na+] (sodium hydrogen carbonate). Solvent: C(Cl)Cl (methylene chloride). Reaction conditions: temperature 100 celsius. Product: COC=1C=C2C(NC=NC2=CC1OCCN1CCOCC1)=O (6-methoxy-7-(2-morpholinoethoxy)-3,4-dihydroquinazolin-4-one). The yield is 99.8%. RXN SMILES: [CH3:1][O:2][C:3]1[CH:4]=[C:5]2[C:10](=[CH:11][C:12]=1[O:13][CH2:14][CH2:15][N:16]1[CH2:21][CH2:20][O:19][CH2:18][CH2:17]1)[N:9]=[CH:8][N:7]=[C:6]2[O:22]C1C=CC=CC=1.Cl.C(=O)([O-])O.[Na+]>C(Cl)Cl>[CH3:1][O:2][C:3]1[CH:4]=[C:5]2[C:10](=[CH:11][C:12]=1[O:13][CH2:14][CH2:15][N:16]1[CH2:21][CH2:20][O:19][CH2:18][CH2:17]1)[N:9]=[CH:8][NH:7][C:6]2=[O:22] |f:2.3|. Reported procedure: A mixture of 6-methoxy-7-(2-morpholinoethoxy)-4-phenoxyquinazoline (400 mg, 1.05 mmol) and 2M hydrochloric acid (10 ml) was heated at 100° C. for 2 hours and then allowed to cool. The mixture was neutralised with solid sodium hydrogen carbonate. Addition of methylene chloride gave a white precipitate which was collected by filtration, washed with acetone and dried to give 6-methoxy-7-(2-morpholinoethoxy)-3,4-dihydroquinazolin-4-one (320 mg, 100%). The reactants are C(C1=CC=CC=C1)N(C(=O)C1CC2=C(CC1)C1=C(N=CN=C1Cl)S2)CCN(C)C ((RS)—N-benzyl-4-chloro-N-[2-(dimethylamino)ethyl]-5,6,7,8-tetrahydro[1]benzothieno[2,3-d]pyrimidine-7-carboxamide), NC1=CC2=C(NC(S2)=O)C=C1OC (6-amino-5-methoxy-1,3-benzothiazol-2(3H)-one). Yields the product C(C1=CC=CC=C1)N(C(=O)C1CC2=C(CC1)C1=C(N=CN=C1NC1=CC3=C(NC(S3)=O)C=C1OC)S2)CCN(C)C ((RS)—N-Benzyl-N-[2-(dimethylamino)ethyl]-4-[(5-methoxy-2-oxo-2,3-dihydro-1,3-benzothiazol-6-yl)amino]-5,6,7,8-tetrahydro[1]benzothieno[2,3-d]pyrimidine-7-carboxamide). As a reaction SMILES: [CH2:1]([N:8]([CH2:25][CH2:26][N:27]([CH3:29])[CH3:28])[C:9]([CH:11]1[CH2:16][CH2:15][C:14]2[C:17]3[C:22](Cl)=[N:21][CH:20]=[N:19][C:18]=3[S:24][C:13]=2[CH2:12]1)=[O:10])[C:2]1[CH:7]=[CH:6][CH:5]=[CH:4][CH:3]=1.[NH2:30][C:31]1[C:40]([O:41][CH3:42])=[CH:39][C:34]2[NH:35][C:36](=[O:38])[S:37][C:33]=2[CH:32]=1>>[CH2:1]([N:8]([CH2:25][CH2:26][N:27]([CH3:29])[CH3:28])[C:9]([CH:11]1[CH2:16][CH2:15][C:14]2[C:17]3[C:22]([NH:30][C:31]4[C:40]([O:41][CH3:42])=[CH:39][C:34]5[NH:35][C:36](=[O:38])[S:37][C:33]=5[CH:32]=4)=[N:21][CH:20]=[N:19][C:18]=3[S:24][C:13]=2[CH2:12]1)=[O:10])[C:2]1[CH:7]=[CH:6][CH:5]=[CH:4][CH:3]=1. Procedure: 146 mg (340 μmol) (RS)—N-benzyl-4-chloro-N-[2-(dimethylamino)ethyl]-5,6,7,8-tetrahydro[1]benzothieno[2,3-d]pyrimidine-7-carboxamide (prepared according to intermediate example 92a) were transformed in analogy to example 1 using 6-amino-5-methoxy-1,3-benzothiazol-2(3H)-one to give after working up and purification 8.4 mg (4%) of the title compound. Reactants: 30, N1=C(C=CC=C1)CN1C(=NC2=C1C=CC=C2)NC2CCN(CC2)C(=O)OCC (ethyl 4-[[1-[(2-pyridinyl)methyl]-1H-benzimidazol-2-yl]amino]-1-piperidinecarboxylate), Br (hydrobromic acid). The solvent is O (water). Conditions: temperature 80 celsius. The product is 41, Br.Br.Br.N1CCC(CC1)NC1=NC2=C(N1CC1=NC=CC=C1)C=CC=C2 (N-(4-piperidinyl)-1-[(2-pyridinyl)methyl]-1H-benzimidazol-2-amine trihydrobromide). The yield is 93.2%. As a reaction SMILES: [N:1]1[CH:6]=[CH:5][CH:4]=[CH:3][C:2]=1[CH2:7][N:8]1[C:12]2[CH:13]=[CH:14][CH:15]=[CH:16][C:11]=2[N:10]=[C:9]1[NH:17][CH:18]1[CH2:23][CH2:22][N:21](C(OCC)=O)[CH2:20][CH2:19]1.[BrH:29]>O>[BrH:29].[BrH:29].[BrH:29].[NH:21]1[CH2:20][CH2:19][CH:18]([NH:17][C:9]2[N:8]([CH2:7][C:2]3[CH:3]=[CH:4][CH:5]=[CH:6][N:1]=3)[C:12]3[CH:13]=[CH:14][CH:15]=[CH:16][C:11]=3[N:10]=2)[CH2:23][CH2:22]1 |f:3.4.5.6|. Procedure details: A mixture of 30 parts of ethyl 4-[[1-[(2-pyridinyl)methyl]-1H-benzimidazol-2-yl]amino]-1-piperidinecarboxylate and 300 parts of a hydrobromic acid solution 48% in water was stirred and heated for 3 hours at 80° C. The reaction mixture was evaporated and the residue was crystallized from methanol, yielding 41 parts (93.2%) of N-(4-piperidinyl)-1-[(2-pyridinyl)methyl]-1H-benzimidazol-2-amine trihydrobromide; mp. 295.9° C. (intermediate 80).